This data is from the Open Reaction Database (ORD), a public repository of structured organic reaction records. The task is: describe an organic reaction: reactants, conditions, products, and yield Starting materials: CCc1nc(-c2ccccn2)cn1-c1ccc(CCNC(=O)Oc2ccccc2)cc1, NS(=O)(=O)c1ccc(Cl)cc1. Yields the product CCc1nc(-c2ccccn2)cn1-c1ccc(CCNC(=O)NS(=O)(=O)c2ccc(Cl)cc2)cc1. RXN SMILES: [CH2:1]([CH3:2])[c:3]1[n:4](-[c:14]2[cH:15][cH:16][c:17]([CH2:20][CH2:21][NH:22][C:23]([O:24][c:25]3[cH:26][cH:27][cH:28][cH:29][cH:30]3)=[O:31])[cH:18][cH:19]2)[cH:5][c:6](-[c:8]2[n:9][cH:10][cH:11][cH:12][cH:13]2)[n:7]1.[Cl:32][c:33]1[cH:34][cH:35][c:36]([S:39](=[O:40])(=[O:41])[NH2:42])[cH:37][cH:38]1>>[CH2:1]([CH3:2])[c:3]1[n:4](-[c:14]2[cH:15][cH:16][c:17]([CH2:20][CH2:21][NH:22][C:23](=[O:31])[NH:42][S:39]([c:36]3[cH:35][cH:34][c:33]([Cl:32])[cH:38][cH:37]3)(=[O:40])=[O:41])[cH:18][cH:19]2)[cH:5][c:6](-[c:8]2[n:9][cH:10][cH:11][cH:12][cH:13]2)[n:7]1. The reactants are Cc1ccccc1, COC1=NS(=O)(=O)N(C)C(Cl)=N1, COP(OC)OC. The product is COC1=NS(=O)(=O)N(C)C(P(=O)(OC)OC)=N1. Reaction SMILES: [CH3:20][c:21]1[cH:22][cH:23][cH:24][cH:25][cH:26]1.[Cl:8][C:9]1=[N:10][C:11]([O:18][CH3:19])=[N:12][S:13](=[O:16])(=[O:17])[N:14]1[CH3:15].[P:1]([O:2][CH3:3])([O:4][CH3:5])[O:6][CH3:7]>>[P:1]([O:2][CH3:3])([O:4][CH3:5])(=[O:6])[C:9]1=[N:10][C:11]([O:18][CH3:19])=[N:12][S:13](=[O:16])(=[O:17])[N:14]1[CH3:15]. The reactants are CO, [H][H], CC(C)(C)OC(=O)N1CCN(Cc2nc3c([N+](=O)[O-])cccc3o2)CC1. The product is CC(C)(C)OC(=O)N1CCN(Cc2nc3c(N)cccc3o2)CC1. As a reaction SMILES: [CH3:29][OH:30].[H:27][H:28].[N+:1]([O-:2])(=[O:3])[c:4]1[cH:5][cH:6][cH:7][c:8]2[c:9]1[n:10][c:11]([CH2:13][N:14]1[CH2:15][CH2:16][N:17]([C:20](=[O:21])[O:22][C:23]([CH3:24])([CH3:25])[CH3:26])[CH2:18][CH2:19]1)[o:12]2>>[NH2:1][c:4]1[cH:5][cH:6][cH:7][c:8]2[c:9]1[n:10][c:11]([CH2:13][N:14]1[CH2:15][CH2:16][N:17]([C:20](=[O:21])[O:22][C:23]([CH3:24])([CH3:25])[CH3:26])[CH2:18][CH2:19]1)[o:12]2. The reactants are Cl (hydrochloric acid), C(C)(=O)OCC1=NC(=C2NC(N(C2=N1)C1=C(C=C(C(=C1)OCC1=C(C(=CC=C1OC)F)F)OCC(=O)OCC)Cl)=O)OC (2-acetyloxymethyl-9-[2-chloro-4-ethoxycarbonylmethoxy-5-(2,3-difluoro-6-methoxybenzyloxy)phenyl]-6-methoxy-7,9-dihydro-8H-purin-8-one), O.[OH-].[Li+] (lithium hydroxide monohydrate), CO (methanol). The solvent is O1CCCC1 (tetrahydrofuran), O (water). Run at time 1 hour. Yields the product C(=O)(O)COC1=CC(=C(C=C1OCC1=C(C(=CC=C1OC)F)F)N1C2=NC(=NC(=C2NC1=O)OC)CO)Cl (9-[4-Carboxymethoxy-2-chloro-5-(2,3-difluoro-6-methoxybenzyloxy)phenyl]-2-hydroxymethyl-6-methoxy-7,9-dihydro-8H-purin-8-one). Yield: 78.9%. As a reaction SMILES: C([O:4][CH2:5][C:6]1[N:14]=[C:13]2[C:9]([NH:10][C:11](=[O:41])[N:12]2[C:15]2[CH:20]=[C:19]([O:21][CH2:22][C:23]3[C:28]([O:29][CH3:30])=[CH:27][CH:26]=[C:25]([F:31])[C:24]=3[F:32])[C:18]([O:33][CH2:34][C:35]([O:37]CC)=[O:36])=[CH:17][C:16]=2[Cl:40])=[C:8]([O:42][CH3:43])[N:7]=1)(=O)C.O.[OH-].[Li+].CO.Cl>O1CCCC1.O>[C:35]([CH2:34][O:33][C:18]1[C:19]([O:21][CH2:22][C:23]2[C:28]([O:29][CH3:30])=[CH:27][CH:26]=[C:25]([F:31])[C:24]=2[F:32])=[CH:20][C:15]([N:12]2[C:11](=[O:41])[NH:10][C:9]3[C:13]2=[N:14][C:6]([CH2:5][OH:4])=[N:7][C:8]=3[O:42][CH3:43])=[C:16]([Cl:40])[CH:17]=1)([OH:37])=[O:36] |f:1.2.3|. Procedure details: A mixture of 2-acetyloxymethyl-9-[2-chloro-4-ethoxycarbonylmethoxy-5-(2,3-difluoro-6-methoxybenzyloxy)phenyl]-6-methoxy-7,9-dihydro-8H-purin-8-one (60 mg) and lithium hydroxide monohydrate (81 mg) in tetrahydrofuran (4 mL)-methanol (2 mL)-water (2 mL) was stirred at room temperature for 1 hour. The reaction mixture was poured into 1 mol/L hydrochloric acid, and the resulting mixture was extracted with ethyl acetate. The extract was washed with water and brine, and dried over anhydrous sodium sul... Reactants: SCCO (2-mercaptoethanol), [OH-].[Na+] (sodium hydroxide), CC1(CC(C=2C(=C(SC2S(=O)C)C2=NC=CC=C2)C1)=O)C (6,6-Dimethyl-3-methanesulphinyl-1-(pyrid-2-yl)-4,5,6,7-tetrahydrobenzo[c]thiophen-4-one), [OH-].[Na+] (sodium hydroxide), SCCO (2-Mercaptoethanol). Solvent: C(C)(=O)OCC (ethyl acetate), C(C)O (ethanol). Conditions: temperature 20 celsius, time 2 hour. The product is CC1(CC(C=2C(=C(SC2SCCO)C2=NC=CC=C2)C1)=O)C (6,6-Dimethyl-3-((2-hydroxyethyl)thio)-1-(pyrid-2-yl)-4,5,6,7-tetrahydrobenzo[c]thiophen-4-one). The yield is 34.8%. Reaction SMILES: [CH3:1][C:2]1([CH3:21])[CH2:19][C:6]2=[C:7]([C:13]3[CH:18]=[CH:17][CH:16]=[CH:15][N:14]=3)[S:8][C:9]([S:10]([CH3:12])=O)=[C:5]2[C:4](=[O:20])[CH2:3]1.[OH-].[Na+].SC[CH2:26][OH:27]>C(O)C.C(OCC)(=O)C>[CH3:1][C:2]1([CH3:21])[CH2:19][C:6]2=[C:7]([C:13]3[CH:18]=[CH:17][CH:16]=[CH:15][N:14]=3)[S:8][C:9]([S:10][CH2:12][CH2:26][OH:27])=[C:5]2[C:4](=[O:20])[CH2:3]1 |f:1.2|. Procedure: 6,6-Dimethyl-3-methanesulphinyl-1-(pyrid-2-yl)-4,5,6,7-tetrahydrobenzo[c]thiophen-4-one (160 mg, 0.5 mmol) was suspended in ethanol (5 mL) and 4M sodium hydroxide solution (138 μL, 0.55 mmol) was added. 2-Mercaptoethanol (43 mg, 0.55 mmol) was added and the suspension was stirred at 20° C. for 2 h. After this time, further 2-mercaptoethanol (10 mg, 0.12 mmol) and 4M sodium hydroxide solution (35 μL, 0.12 mmol) was added and the mixture stirred for a further 2 h. The mixture was then diluted with... Reactants: COC(=O)C(Cc1ccc(OCc2nc3ccc(Sc4cc(C(C)(C)C)c(O)c(C(C)(C)C)c4)cc3n2C)cc1)OCc1ccc(F)cc1, CO, [Na+], [OH-]. Yields the product Cn1c(COc2ccc(CC(OCc3ccc(F)cc3)C(=O)O)cc2)nc2ccc(Sc3cc(C(C)(C)C)c(O)c(C(C)(C)C)c3)cc21. As a reaction SMILES: [C:1]([CH3:2])([CH3:3])([CH3:4])[c:5]1[cH:6][c:7]([S:16][c:17]2[cH:18][cH:19][c:20]3[c:21]([n:22]([CH3:48])[c:23]([CH2:25][O:26][c:27]4[cH:28][cH:29][c:30]([CH2:33][CH:34]([C:35](=[O:36])[O:37][CH3:38])[O:39][CH2:40][c:41]5[cH:42][cH:43][c:44]([F:47])[cH:45][cH:46]5)[cH:31][cH:32]4)[n:24]3)[cH:49]2)[cH:8][c:9]([C:12]([CH3:13])([CH3:14])[CH3:15])[c:10]1[OH:11].[CH3:52][OH:53].[Na+:51].[OH-:50]>>[C:1]([CH3:2])([CH3:3])([CH3:4])[c:5]1[cH:6][c:7]([S:16][c:17]2[cH:18][cH:19][c:20]3[c:21]([n:22]([CH3:48])[c:23]([CH2:25][O:26][c:27]4[cH:28][cH:29][c:30]([CH2:33][CH:34]([C:35](=[O:36])[OH:37])[O:39][CH2:40][c:41]5[cH:42][cH:43][c:44]([F:47])[cH:45][cH:46]5)[cH:31][cH:32]4)[n:24]3)[cH:49]2)[cH:8][c:9]([C:12]([CH3:13])([CH3:14])[CH3:15])[c:10]1[OH:11]. Starting materials: C=1(N=C(N=C2C=CC3=C(C12)C=CN3)N)N (7-H-pyrrolo[3,2-f]quinazoline-1,3-diamine), C([O-])([O-])=O.[K+].[K+] (potassium carbonate), Nind-sodium, [H-].[Na+] (sodium hydride), C(C)(=O)C1=CC=C(CBr)C=C1 (4-acetylbenzyl bromide). Solvent: CN(C=O)C (dimethylformamide), CN(C=O)C (dimethylformamide), C(C)(=O)O (acetic acid). Run at time 3 hour. Yields the product C(C)(=O)C1=CC=C(C=C1)CN1C=CC=2C3=C(N=C(N=C3C=CC21)N)N (7-[(4-Acetylphenyl)methyl]-7H-pyrrolo[3,2-f]-quinazoline-1,3-diamine). Reaction SMILES: [C:1]1([NH2:15])[N:2]=[C:3]([NH2:14])[N:4]=[C:5]2[C:10]=1[C:9]1[CH:11]=[CH:12][NH:13][C:8]=1[CH:7]=[CH:6]2.[H-].[Na+].[C:18]([C:21]1[CH:28]=[CH:27][C:24]([CH2:25]Br)=[CH:23][CH:22]=1)(=[O:20])[CH3:19].C(=O)([O-])[O-].[K+].[K+]>C(O)(=O)C.CN(C)C=O>[C:18]([C:21]1[CH:28]=[CH:27][C:24]([CH2:25][N:13]2[C:8]3[CH:7]=[CH:6][C:5]4[C:10](=[C:1]([NH2:15])[N:2]=[C:3]([NH2:14])[N:4]=4)[C:9]=3[CH:11]=[CH:12]2)=[CH:23][CH:22]=1)(=[O:20])[CH3:19] |f:1.2,4.5.6|. Procedure details: In a manner similar to that of Example 2, 7.97 g. 7-H-pyrrolo[3,2-f]quinazoline-1,3-diamine in 350 ml. dry dimethylformamide is converted to the Nind-sodium salt with 2.31 g. ca. 50% sodium hydride-mineral oil dispersion and the salt is treated with 4-acetylbenzyl bromide (10.23 g.) in 10 ml. dry dimethylformamide. After stirring for 3 hours, the reaction mixture is treated with 5 ml. gl. acetic acid and freed of solvent. The residue is stirred with excess aqueous potassium carbonate solution, w... Reactants: C1CN=C2CCCN2C1, CC#N, ClCCl, NS(=O)(=O)c1cc(C(=O)OCCCO)c(NCc2ccco2)cc1Cl, O=C1CCC(=O)O1. The product is NS(=O)(=O)c1cc(C(=O)OCCCOC(=O)CCC(=O)O)c(NCc2ccco2)cc1Cl. As a reaction SMILES: [CH2:33]1[CH2:34][N:35]2[C:36](=[N:40][CH2:41]1)[CH2:37][CH2:38][CH2:39]2.[CH3:42][C:43]#[N:44].[Cl:45][CH2:46][Cl:47].[NH2:1][S:2](=[O:3])(=[O:4])[c:5]1[c:6]([Cl:25])[cH:7][c:8]([NH:18][CH2:19][c:20]2[o:21][cH:22][cH:23][cH:24]2)[c:9]([C:10](=[O:11])[O:12][CH2:13][CH2:14][CH2:15][OH:16])[cH:17]1.[O:26]=[C:27]1[CH2:28][CH2:29][C:30](=[O:31])[O:32]1>>[NH2:1][S:2](=[O:3])(=[O:4])[c:5]1[c:6]([Cl:25])[cH:7][c:8]([NH:18][CH2:19][c:20]2[o:21][cH:22][cH:23][cH:24]2)[c:9]([C:10](=[O:11])[O:12][CH2:13][CH2:14][CH2:15][O:16][C:30]([CH2:29][CH2:28][C:27](=[O:26])[OH:32])=[O:31])[cH:17]1. Procedure: 1.7 g (5.0 mmol) of Boc-Glu (OBzl)-OH, 1.03 g (5.0 mmol) of dicyclohexylcarbodiimide and 611 mg (5.0 mmol) of 4-(dimethylamino)pyridine were suspended in 20 ml of methylene chloride, to which 866 mg (5.0 mmol) of benzenesulfonamide was added. Following agitation at room temperature overnight, extraction was performed with ethyl acetate/1N hydrochloric acid. The organic layer was washed with saturated saline and then added with sodium sulfate for drying. The organic layer was subjected to vacuum ... Starting materials: [H][H] (hydrogen), C1(=CC=CC=C1)S(=O)(=O)N (benzenesulfonamide), CC(C)(C)OC(=O)N[C@@H](CCC(=O)OCC1=CC=CC=C1)C(=O)O (Boc-Glu (OBzl)-OH), C1(CCCCC1)N=C=NC1CCCCC1 (dicyclohexylcarbodiimide). The reagents and catalysts are [Pd] (Pd/C), CN(C1=CC=NC=C1)C (4-(dimethylamino)pyridine). Solvent: CO (methanol), C(Cl)Cl (methylene chloride). Yields the product crude product, C(C)(C)(C)OC(=O)N[C@@H](CCC(=O)O)C(NS(=O)(=O)C1=CC=CC=C1)=O ((4S)-4-(N-tert-butoxycarbonylamino)-4-[(benzenesulfonyl)carbamoyl]butanoic acid). Reaction SMILES: [CH3:1][C:2]([O:5][C:6]([NH:8][C@H:9]([C:22](O)=[O:23])[CH2:10][CH2:11][C:12]([O:14]CC1C=CC=CC=1)=[O:13])=[O:7])([CH3:4])[CH3:3].C1(N=C=NC2CCCCC2)CCCCC1.[C:40]1([S:46]([NH2:49])(=[O:48])=[O:47])[CH:45]=[CH:44][CH:43]=[CH:42][CH:41]=1.[H][H]>CN(C)C1C=CN=CC=1.C(Cl)Cl.[Pd].CO>[C:2]([O:5][C:6]([NH:8][C@H:9]([C:22](=[O:23])[NH:49][S:46]([C:40]1[CH:45]=[CH:44][CH:43]=[CH:42][CH:41]=1)(=[O:48])=[O:47])[CH2:10][CH2:11][C:12]([OH:14])=[O:13])=[O:7])([CH3:3])([CH3:4])[CH3:1]. Reactants: COC(C(C)(NC(=O)C1=CC2=C(N(C(=N2)NC=2SC3=C(N2)C=CC(=C3)OC(F)(F)F)C)C=C1)C)=O (2-methyl-2-{[1-methyl-2-(6-trifluoromethoxy-benzothiazol-2-ylamino)-1H-benzimidazole-5-carbonyl]-amino}-propionic acid methyl ester), [Li+].[OH-] (LiOH). Yields the product CC(C(=O)O)(C)NC(=O)C1=CC2=C(N(C(=N2)NC=2SC3=C(N2)C=CC(=C3)OC(F)(F)F)C)C=C1 (2-Methyl-2-{[1-methyl-2-(6-trifluoromethoxy-benzothiazol-2-ylamino)-1H-benzimidazole-5-carbonyl]-amino}-propionic acid). Isolated yield 88.7%. RXN SMILES: C[O:2][C:3](=[O:35])[C:4]([CH3:34])([NH:6][C:7]([C:9]1[CH:33]=[CH:32][C:12]2[N:13]([CH3:31])[C:14]([NH:16][C:17]3[S:18][C:19]4[CH:25]=[C:24]([O:26][C:27]([F:30])([F:29])[F:28])[CH:23]=[CH:22][C:20]=4[N:21]=3)=[N:15][C:11]=2[CH:10]=1)=[O:8])[CH3:5].[Li+].[OH-]>>[CH3:34][C:4]([NH:6][C:7]([C:9]1[CH:33]=[CH:32][C:12]2[N:13]([CH3:31])[C:14]([NH:16][C:17]3[S:18][C:19]4[CH:25]=[C:24]([O:26][C:27]([F:28])([F:29])[F:30])[CH:23]=[CH:22][C:20]=4[N:21]=3)=[N:15][C:11]=2[CH:10]=1)=[O:8])([CH3:5])[C:3]([OH:35])=[O:2] |f:1.2|. Reported procedure: 2-Methyl-2-{[1-methyl-2-(6-trifluoromethoxy-benzothiazol-2-ylamino)-1H-benzimidazole-5-carbonyl]-amino}-propionic acid (88 mg) was prepared by following General Procedure E starting from 2-methyl-2-{[1-methyl-2-(6-trifluoromethoxy-benzothiazol-2-ylamino)-1H-benzimidazole-5-carbonyl]-amino}-propionic acid methyl ester (102 mg), and LiOH (0.5 ml, 2.0 N solution in water). LC/MS: m/z 495.